This data is from the Open Reaction Database (ORD), a public repository of structured organic reaction records. The task is: describe an organic reaction: reactants, conditions, products, and yield Reactants: ClC1=NC=C(C(=O)NC)C=C1 (6-chloro-N-methyl-nicotinamide), C1(=C(C=CC=C1)[Mg]Cl)C (o-tolylmagnesium chloride), [O-][Mn](=O)(=O)=O.[K+] (KMnO4), [NH4+].[Cl-] (NH4Cl). Solvent: C1CCOC1 (THF), C1CCOC1 (THF). Conditions: time 2 hour. Product: ClC1=NC=C(C(=O)NC)C(=C1)C1=C(C=CC=C1)C (6-Chloro-N-methyl-4-o-tolyl-nicotinamide). Isolated yield 78.5%. Reaction SMILES: [Cl:1][C:2]1[CH:11]=[CH:10][C:5]([C:6]([NH:8][CH3:9])=[O:7])=[CH:4][N:3]=1.[C:12]1([CH3:20])[CH:17]=[CH:16][CH:15]=[CH:14][C:13]=1[Mg]Cl.[NH4+].[Cl-].[O-][Mn](=O)(=O)=O.[K+]>C1COCC1>[Cl:1][C:2]1[CH:11]=[C:10]([C:13]2[CH:14]=[CH:15][CH:16]=[CH:17][C:12]=2[CH3:20])[C:5]([C:6]([NH:8][CH3:9])=[O:7])=[CH:4][N:3]=1 |f:2.3,4.5|. Procedure: A solution of 1.5 g (8.8 mmol) 6-chloro-N-methyl-nicotinamide in 18 ml THF was added at 4° C. over 15 min to a solution of 21.9 ml (21.9 mmol) o-tolylmagnesium chloride 1M in THF. The reaction mixture was stirred at r.t. for 2 h cooled to 4° C. and treated dropwise over 10 min with 30.0 ml 5% aqueous NH4Cl. The aqueous phase was separated and extracted twice with THF and the organic phases were washed twice with 5% aqueous NH4Cl. The combined organic phases were dried over Na2SO4 and subsequentl...